This data is from the Open Reaction Database (ORD), a public repository of structured organic reaction records. The task is: describe an organic reaction: reactants, conditions, products, and yield The reactants are C(=O)([O-])[O-].[Na+].[Na+] (Na2CO3), mixture, acyl chlorides, CO (methanol), Cu(OH)2, CuCO3, O.N[C@@H](CCCCN)C(=O)O (L-lysine monohydrate), CuCO3, Cu(OH)2. The solvent is O (water). Conditions: time 15 minute. Yields the product N[C@@H](CCCCN)C(=O)O (L-lysine). Reaction SMILES: O.[NH2:2][C@H:3]([C:9]([OH:11])=[O:10])[CH2:4][CH2:5][CH2:6][CH2:7][NH2:8].C([O-])([O-])=O.[Na+].[Na+].CO>O>[NH2:2][C@H:3]([C:9]([OH:11])=[O:10])[CH2:4][CH2:5][CH2:6][CH2:7][NH2:8] |f:0.1,2.3.4|. Reported procedure: 5.61 g (0.034 mole) of L-lysine monohydrate was dissolved in 150 cm3 of distilled water in a round-bottom flask equipped with magnetic stirrer. The solution was heated to 80° C. and, with continuous stirring, Cu(OH)2.CuCO3.xH2O was added in small portions until it appeared to be dissolved. The possible excess of Cu(OH)2.CuCO3.xH2O, remained after stirring for 15 minutes, was filtered out. The solution was cooled to room temperature with continued stirring and 1.8 g (0.017 mole) of Na2CO3 then 12... Reactants: C(C)(C)(C)OC(NC1=C(C=C(C=C1)C1=CC=C(C=C1)F)NC(CC(C1=CC(=CC=C1)N1N=NN=C1)=O)=O)=O ({4′-fluoro-3-[3-oxo-3-(3-tetrazol-1-yl-phenyl)-propionylamino]-biphenyl-4-yl}-carbamic acid tert.-butyl ester), C(=O)(C(F)(F)F)O (TFA). Run in C(Cl)Cl (CH2Cl2). The product is FC1=CC=C(C=C1)C=1C=CC2=C(NC(CC(=N2)C2=CC(=CC=C2)N2N=NN=C2)=O)C1 (8-(4-Fluoro-phenyl)-4-(3-tetrazol-1-yl-phenyl)-1,3-dihydro-benzo[b][1,4]diazepin-2-one). RXN SMILES: C(OC(=O)[NH:7][C:8]1[CH:13]=[CH:12][C:11]([C:14]2[CH:19]=[CH:18][C:17]([F:20])=[CH:16][CH:15]=2)=[CH:10][C:9]=1[NH:21][C:22](=[O:37])[CH2:23][C:24](=O)[C:25]1[CH:30]=[CH:29][CH:28]=[C:27]([N:31]2[CH:35]=[N:34][N:33]=[N:32]2)[CH:26]=1)(C)(C)C.C(O)(C(F)(F)F)=O>C(Cl)Cl>[F:20][C:17]1[CH:16]=[CH:15][C:14]([C:11]2[CH:12]=[CH:13][C:8]3[N:7]=[C:24]([C:25]4[CH:30]=[CH:29][CH:28]=[C:27]([N:31]5[CH:35]=[N:34][N:33]=[N:32]5)[CH:26]=4)[CH2:23][C:22](=[O:37])[NH:21][C:9]=3[CH:10]=2)=[CH:19][CH:18]=1. Reported procedure: Prepared from {4′-fluoro-3-[3-oxo-3-(3-tetrazol-1-yl-phenyl)-propionylamino]-biphenyl-4-yl}-carbamic acid tert.-butyl ester (Example K56) by treatment with TFA in CH2Cl2 according to the general procedure M. Obtained as a light yellow solid (54 mg). Solvent: O1CCCC1 (tetrahydrofuran), O1CCCC1 (tetrahydrofuran). Procedure: To a solution of 4-bromopyridine (0.78 g, 5.0 mmol) in tetrahydrofuran (5 mL) was added isopropylmagnesium chloride (2.0 Min tetrahydrofuran, 2.5 mL, 5.0 mmol) via syringe under nitrogen at room temperature. The reaction mixture was stirred for one hour. To the reaction mixture was then added bis(4-fluorophenyl)methanone (0.98 g, 4.5 mmol) dissolved in tetrahydrofuran (7 mL) via syringe. The reaction mixture was stirred overnight, quenched with a saturated aqueous solution of ammonium chloride (... Reactants: BrC1=CC=NC=C1 (4-bromopyridine), C(C)(C)[Mg]Cl (isopropylmagnesium chloride), FC1=CC=C(C=C1)C(=O)C1=CC=C(C=C1)F (bis(4-fluorophenyl)methanone). RXN SMILES: Br[C:2]1[CH:7]=[CH:6][N:5]=[CH:4][CH:3]=1.C([Mg]Cl)(C)C.[F:13][C:14]1[CH:19]=[CH:18][C:17]([C:20]([C:22]2[CH:27]=[CH:26][C:25]([F:28])=[CH:24][CH:23]=2)=[O:21])=[CH:16][CH:15]=1>O1CCCC1>[F:13][C:14]1[CH:19]=[CH:18][C:17]([C:20]([C:22]2[CH:27]=[CH:26][C:25]([F:28])=[CH:24][CH:23]=2)([C:2]2[CH:7]=[CH:6][N:5]=[CH:4][CH:3]=2)[OH:21])=[CH:16][CH:15]=1. Reaction conditions: time 1 hour. Yields the product FC1=CC=C(C=C1)C(O)(C1=CC=NC=C1)C1=CC=C(C=C1)F (bis(4-fluorophenyl)(pyridin-4-yl)methanol). The reactants are ClC1=NC(=NC=C1C(F)(F)F)NC1=CC=C(C=C1)C1CCN(CC1)C(=O)OC(C)(C)C (tert-butyl 4-(4-((4-chloro-5-(trifluoromethyl)pyrimidin-2-yl)amino)phenyl)piperidine-1-carboxylate), F[B-](F)(F)F (BF4), C(#C)C1=C(C=C(C=C1)C(F)(F)F)CC(=O)OC (methyl 2-(2-ethynyl-5-(trifluoromethyl)phenyl)acetate). Reagents/catalysts: Cl[Pd]([P](C1=CC=CC=C1)(C2=CC=CC=C2)C3=CC=CC=C3)([P](C4=CC=CC=C4)(C5=CC=CC=C5)C6=CC=CC=C6)Cl (PdCl2(PPh3)2), [Cu]I (CuI). Conditions: temperature 120 celsius. The product is COC(CC1=C(C=CC(=C1)C(F)(F)F)C#CC1=NC(=NC=C1C(F)(F)F)NC1=CC=C(C=C1)C1CCN(CC1)C(=O)OC(C)(C)C)=O (tert-Butyl 4-(4-((4-((2-(2-methoxy-2-oxoethyl)-4-(trifluoromethyl)phenyl)ethynyl)-5-(trifluoromethyl)pyrimidin-2-yl)amino)phenyl)piperidine-1-carboxylate), solid. Isolated yield 45.0%. As a reaction SMILES: Cl[C:2]1[C:7]([C:8]([F:11])([F:10])[F:9])=[CH:6][N:5]=[C:4]([NH:12][C:13]2[CH:18]=[CH:17][C:16]([CH:19]3[CH2:24][CH2:23][N:22]([C:25]([O:27][C:28]([CH3:31])([CH3:30])[CH3:29])=[O:26])[CH2:21][CH2:20]3)=[CH:15][CH:14]=2)[N:3]=1.F[B-](F)(F)F.[C:37]([C:39]1[CH:44]=[CH:43][C:42]([C:45]([F:48])([F:47])[F:46])=[CH:41][C:40]=1[CH2:49][C:50]([O:52][CH3:53])=[O:51])#[CH:38]>Cl[Pd](Cl)([P](C1C=CC=CC=1)(C1C=CC=CC=1)C1C=CC=CC=1)[P](C1C=CC=CC=1)(C1C=CC=CC=1)C1C=CC=CC=1.[Cu]I>[CH3:53][O:52][C:50](=[O:51])[CH2:49][C:40]1[CH:41]=[C:42]([C:45]([F:47])([F:46])[F:48])[CH:43]=[CH:44][C:39]=1[C:37]#[C:38][C:2]1[C:7]([C:8]([F:11])([F:10])[F:9])=[CH:6][N:5]=[C:4]([NH:12][C:13]2[CH:18]=[CH:17][C:16]([CH:19]3[CH2:24][CH2:23][N:22]([C:25]([O:27][C:28]([CH3:31])([CH3:30])[CH3:29])=[O:26])[CH2:21][CH2:20]3)=[CH:15][CH:14]=2)[N:3]=1 |^1:56,75|. Reported procedure: A suspension of tert-butyl 4-(4-((4-chloro-5-(trifluoromethyl)pyrimidin-2-yl)amino)phenyl)piperidine-1-carboxylate (K5) (0.300 g, 0.656 mmol), PdCl2(PPh3)2 (0.046 g, 0.066 mmol), t-Bu3PH.BF4 (0.019 g, 0.066 mmol), CuI (0.013 g, 0.022 mmol) and methyl 2-(2-ethynyl-5-(trifluoromethyl)phenyl)acetate (A105) (0.191 g, 0.657 mmol) in dry degassed DMF (4 mL) and Et3N (4 mL) was heated at 120° C. for 20 minutes under nitrogen. The volatiles were evaporated under reduced pressure and the residue adsorbed... Reactants: N1=C(C=CC=C1)OC=1C=C2C=CNC2=CC1 (5-(Pyrid-2-yloxy)indole), CN1CCC(CC1)=O (1-methylpiperid-4-one), C[O-].[Na+] (sodium methoxide). Solvent: CO (MeOH). The product is CN1CC=C(CC1)C1=CNC2=CC=C(C=C12)OC1=NC=CC=C1 (3-(1-methyl-1,2,5,6-tetrahydropyrid-4-yl)-5-(pyrid-2-yloxy)indole). RXN SMILES: [N:1]1[CH:6]=[CH:5][CH:4]=[CH:3][C:2]=1[O:7][C:8]1[CH:9]=[C:10]2[C:14](=[CH:15][CH:16]=1)[NH:13][CH:12]=[CH:11]2.[CH3:17][N:18]1[CH2:23][CH2:22][C:21](=O)[CH2:20][CH2:19]1.C[O-].[Na+]>CO>[CH3:17][N:18]1[CH2:23][CH2:22][C:21]([C:11]2[C:10]3[C:14](=[CH:15][CH:16]=[C:8]([O:7][C:2]4[CH:3]=[CH:4][CH:5]=[CH:6][N:1]=4)[CH:9]=3)[NH:13][CH:12]=2)=[CH:20][CH2:19]1 |f:2.3|. Procedure: 5-(Pyrid-2-yloxy)indole (0.22 g, 1.04 mmol), 1-methylpiperid-4-one (0.235 g, 2.08 mmol) and sodium methoxide (0.337 g) were heated at reflux in MeOH (20 mL) for 48 hr, over activated molecular sieves. After cooling and work-up, the residue was chromatographed (silica gel; CH2Cl2 /MeOH; 0-25%) to give 3-(1-methyl-1,2,5,6-tetrahydropyrid-4-yl)-5-(pyrid-2-yloxy)indole, a gum, 0.083 g (26%). This free base was treated with oxalic acid in MeOH/Et2O to give: 3-(1-methyl-1,2,5,6-tetrahydropyrid-4-yl)-5... Reactants: BrC=1C=C(C=CC1)S(=O)(=O)Cl (3-bromobenzenesulfonyl chloride), C(C)(C)(C)OC(=O)N1CCC(CC1)CN1C(CNCC1)=O (1-[1-(tert-butoxycarbonyl)-4-piperidylmethyl]-2-piperazinone), C([O-])([O-])=O.[Na+].[Na+] (sodium carbonate), C(C)(=O)OCC (ethyl acetate). The solvent is O (water). Conditions: time 1 hour. Product: BrC=1C=C(C=CC1)S(=O)(=O)N1CC(N(CC1)CC1CCN(CC1)C(=O)OC(C)(C)C)=O (4-(3-bromobenzenesulfonyl)-1-[1-(tert-butoxycarbonyl)-4-piperidylmethyl]-2-piperazinone). Isolated yield 50.9%. Reaction SMILES: [C:1]([O:5][C:6]([N:8]1[CH2:13][CH2:12][CH:11]([CH2:14][N:15]2[CH2:20][CH2:19][NH:18][CH2:17][C:16]2=[O:21])[CH2:10][CH2:9]1)=[O:7])([CH3:4])([CH3:3])[CH3:2].C(=O)([O-])[O-].[Na+].[Na+].C(OCC)(=O)C.[Br:34][C:35]1[CH:36]=[C:37]([S:41](Cl)(=[O:43])=[O:42])[CH:38]=[CH:39][CH:40]=1>O>[Br:34][C:35]1[CH:36]=[C:37]([S:41]([N:18]2[CH2:19][CH2:20][N:15]([CH2:14][CH:11]3[CH2:12][CH2:13][N:8]([C:6]([O:5][C:1]([CH3:4])([CH3:2])[CH3:3])=[O:7])[CH2:9][CH2:10]3)[C:16](=[O:21])[CH2:17]2)(=[O:43])=[O:42])[CH:38]=[CH:39][CH:40]=1 |f:1.2.3|. Procedure: To a mixture of 1-[1-(tert-butoxycarbonyl)-4-piperidylmethyl]-2-piperazinone (1.19 g), sodium carbonate (848 mg), ethyl acetate (40 ml) and water (20 ml) was added 3-bromobenzenesulfonyl chloride (1.02 g), and the mixture was stirred at room temperature for 1 hour. The organic layer was separated, washed with saturated brine, dried and concentrated, and the residue was purified with silica gel column chromatography (hexane:ethyl acetate=1:2) to give colorless crystals of the title compound (1.05...